This data is from the Open Reaction Database (ORD), a public repository of structured organic reaction records. The task is: describe an organic reaction: reactants, conditions, products, and yield The reactants are CC#N, CCOC(C)=O, O=S(=O)(On1nnc2ccc(Cl)cc21)c1ccc(Cl)cc1, O, OCc1ccccc1, c1ccncc1, O=C(O)Cn1cnnn1. Yields the product O=C(Cn1cnnn1)OCc1ccccc1. Reaction SMILES: [C:45]([CH3:46])#[N:47].[CH3:48][CH2:49][O:50][C:51](=[O:52])[CH3:53].[Cl:24][c:25]1[cH:26][cH:27][c:28]([S:29]([O:30][n:31]2[c:32]3[cH:33][c:34]([Cl:35])[cH:36][cH:37][c:38]3[n:39][n:40]2)(=[O:41])=[O:42])[cH:43][cH:44]1.[OH2:54].[OH:10][CH2:11][c:12]1[cH:13][cH:14][cH:15][cH:16][cH:17]1.[cH:18]1[cH:19][cH:20][n:21][cH:22][cH:23]1.[n:1]1([CH2:6][C:7](=[O:8])[OH:9])[n:2][n:3][n:4][cH:5]1>>[n:1]1([CH2:6][C:7](=[O:8])[O:9][CH2:11][c:12]2[cH:13][cH:14][cH:15][cH:16][cH:17]2)[n:2][n:3][n:4][cH:5]1. Starting materials: ice, C1OC=2C=C(C=CC2O1)[N+](=O)[O-] (3,4-methylenedioxynitrobenzene), CN(CCO)C(C)=O (N-methyl-N-acetylethanolamine), 15N potassium hydroxide. Reaction conditions: temperature 100 celsius. Yields the product CN(C(C)=O)CCOC1=C(C=C(C=C1)[N+](=O)[O-])O (N-methyl-N-(2-hydroxy-4-nitrophenoxyethyl)acetamide). Reaction SMILES: [CH2:1]1[O:9][C:8]2[CH:7]=[CH:6][C:5]([N+:10]([O-:12])=[O:11])=[CH:4][C:3]=2[O:2]1.[CH3:13][N:14]([C:18](=[O:20])[CH3:19])[CH2:15]CO>>[CH3:13][N:14]([CH2:15][CH2:1][O:9][C:8]1[CH:7]=[CH:6][C:5]([N+:10]([O-:12])=[O:11])=[CH:4][C:3]=1[OH:2])[C:18](=[O:20])[CH3:19]. Procedure: 0.1 mol (16.7 g) of 3,4-methylenedioxynitrobenzene is introduced into 67 ml of N-methyl-N-acetylethanolamine. The mixture is heated to the region of 100° C., with stirring, and 11 ml of 15N potassium hydroxide solution are then added. After stirring for 4 hours at 100° C., the reaction medium is poured onto 200 g of crushed ice. The unreacted starting material, which is insoluble in an alkaline medium, is removed by filtration. The filtrate is then brought to a pH of 5 with hydrochloric acid. Th... Reactants: NC=1C=CC(=NC1)OC=1C=C2CCC(OC2=CC1)C1=CC=CC=C1 (5-amino-2-(2-phenylchroman-6-yloxy)pyridine), COC=1C=C(C=CC1)C1OC2=CC=C(C=C2C(C1)O)OC1=NC=C(C=C1)[N+](=O)[O-] (2-(3-Methoxyphenyl)-6-(5-nitropyridin-2-yloxy)chroman-4-ol). Reagents/catalysts: [Zn] (Zn). Yields the product NC=1C=CC(=NC1)OC=1C=C2C(CC(OC2=CC1)C1=CC(=CC=C1)OC)O (6-(5-Aminopyridin-2-yloxy)2-(3-methoxyphenyl)chroman-4-ol). As a reaction SMILES: NC1C=CC(OC2C=C3C(=CC=2)OC(C2C=CC=CC=2)CC3)=NC=1.[CH3:25][O:26][C:27]1[CH:28]=[C:29]([CH:33]2[CH2:42][CH:41]([OH:43])[C:40]3[C:35](=[CH:36][CH:37]=[C:38]([O:44][C:45]4[CH:50]=[CH:49][C:48]([N+:51]([O-])=O)=[CH:47][N:46]=4)[CH:39]=3)[O:34]2)[CH:30]=[CH:31][CH:32]=1>[Zn]>[NH2:51][C:48]1[CH:49]=[CH:50][C:45]([O:44][C:38]2[CH:39]=[C:40]3[C:35](=[CH:36][CH:37]=2)[O:34][CH:33]([C:29]2[CH:30]=[CH:31][CH:32]=[C:27]([O:26][CH3:25])[CH:28]=2)[CH2:42][CH:41]3[OH:43])=[N:46][CH:47]=1. Procedure: 6-(5-Aminopyridin-2-yloxy)2-(3-methoxyphenyl)chroman-4-ol was prepared as described for 5-amino-2-(2-phenylchroman-6-yloxy)pyridine in Example 26 using 138 mg 2-(3-methoxyphenyl)-6-(5-nitropyridin-2-yloxy)chroman-4-ol (Example 102) and 457 mg of Zn. 1H NMR (400 MHz, d6-DMSO) δ: 7.52 (d, 1H, J 3.0 Hz), 7.32 (t, 1H, J 15.7, 7.8 Hz), 7.06 (dd, 1H, 8.7, 3.0 Hz), 7.01-7.04 (m, 3H), 6.91 (dd, 1H, J 8.6, 2.4 Hz), 6.78-6.80 (m, 1H), 6.76 (d, 1H, J 8.7 Hz), 6.71 (d, 1H, J 8.6 Hz), 5.54 (d, 1H, J 6.5 Hz),... The reactants are FC(S(=O)(=O)OC1=C(C(=CC=C1)[N+](=O)[O-])C#N)(F)F (2-Cyano-3-nitrophenyl trifluoromethanesulfonate), [B-](C(=C)C)(F)(F)F.[K+] (potassium trifluoro(prop-1-en-2-yl)borate), C([O-])([O-])=O.[Cs+].[Cs+] (cesium carbonate). The reagents and catalysts are [Pd+2].ClC1=C([C-](C=C1)P(C1=CC=CC=C1)C1=CC=CC=C1)Cl.[C-]1(C=CC=C1)P(C1=CC=CC=C1)C1=CC=CC=C1.[Fe+2] (dichloro 1,1′-bis(diphenylphosphino)ferrocene palladium(II)). The solvent is O (water), CCOC(=O)C (EtOAc), C1CCOC1 (THF), O (water). Product: [N+](=O)([O-])C1=C(C#N)C(=CC=C1)C(=C)C (2-Nitro-6-(prop-1-en-2-yl)benzonitrile). Isolated yield 50.6%. As a reaction SMILES: FC(F)(F)S(O[C:7]1[CH:12]=[CH:11][CH:10]=[C:9]([N+:13]([O-:15])=[O:14])[C:8]=1[C:16]#[N:17])(=O)=O.[B-](F)(F)(F)[C:21]([CH3:23])=[CH2:22].[K+].C(=O)([O-])[O-].[Cs+].[Cs+]>C1COCC1.O.CCOC(C)=O.[Pd+2].ClC1C=C[C-](P(C2C=CC=CC=2)C2C=CC=CC=2)C=1Cl.[C-]1(P(C2C=CC=CC=2)C2C=CC=CC=2)C=CC=C1.[Fe+2]>[N+:13]([C:9]1[CH:10]=[CH:11][CH:12]=[C:7]([C:21]([CH3:23])=[CH2:22])[C:8]=1[C:16]#[N:17])([O-:15])=[O:14] |f:1.2,3.4.5,9.10.11.12|. Reported procedure: A suspension of 2-cyano-3-nitrophenyl trifluoromethanesulfonate (Example 129d) (0.93 g, 3.15 mmol), potassium trifluoro(prop-1-en-2-yl)borate (0.70 g, 4.73 mmol), dichloro 1,1′-bis(diphenylphosphino)ferrocene palladium(II) (0.26 g, 0.32 mmol), cesium carbonate (3.08 g, 9.45 mmol) and water (5.6 mL) in THF (56 mL) was heated at reflux for 25 min, under a nitrogen atmosphere. The reaction mixture was cooled to room temperature and diluted with water (100 mL) and EtOAc (100 mL). The organic phase w... Reactants: CCOCc1cc2cc(O)ccc2o1, CCCCP(CCCC)CCCC, C1CCOC1, Cc1c(CO)oc2cccc(OC3CCN(Cc4cccnc4)CC3)c12, CCOC(C)=O, CN(C)C(=O)N=NC(=O)N(C)C. The product is CCOCc1cc2cc(OCc3oc4cccc(OC5CCN(Cc6cccnc6)CC5)c4c3C)ccc2o1. RXN SMILES: [CH2:27]([CH3:28])[O:29][CH2:30][c:31]1[o:32][c:33]2[c:34]([cH:35]1)[cH:36][c:37]([OH:40])[cH:38][cH:39]2.[CH2:53]([P:54]([CH2:55][CH2:56][CH2:57][CH3:58])[CH2:59][CH2:60][CH2:61][CH3:62])[CH2:63][CH2:64][CH3:65].[CH2:66]1[O:67][CH2:68][CH2:69][CH2:70]1.[CH3:1][c:2]1[c:3]([CH2:25][OH:26])[o:4][c:5]2[c:6]1[c:7]([O:11][CH:12]1[CH2:13][CH2:14][N:15]([CH2:18][c:19]3[cH:20][n:21][cH:22][cH:23][cH:24]3)[CH2:16][CH2:17]1)[cH:8][cH:9][cH:10]2.[CH3:71][CH2:72][O:73][C:74](=[O:75])[CH3:76].[N:41]([C:42]([N:43]([CH3:44])[CH3:45])=[O:46])=[N:47][C:48]([N:49]([CH3:50])[CH3:51])=[O:52]>>[CH3:1][c:2]1[c:3]([CH2:25][O:26][c:37]2[cH:36][c:34]3[c:33]([o:32][c:31]([CH2:30][O:29][CH2:27][CH3:28])[cH:35]3)[cH:39][cH:38]2)[o:4][c:5]2[c:6]1[c:7]([O:11][CH:12]1[CH2:13][CH2:14][N:15]([CH2:18][c:19]3[cH:20][n:21][cH:22][cH:23][cH:24]3)[CH2:16][CH2:17]1)[cH:8][cH:9][cH:10]2. The reactants are Cl, Cl, Cl, NC1CCN(CCN2CCCCCC2)CC1, O=C(O)c1cc2c(Oc3ccccc3)cccc2[nH]1. The product is O=C(NC1CCN(CCN2CCCCCC2)CC1)c1cc2c(Oc3ccccc3)cccc2[nH]1. RXN SMILES: [ClH:20].[ClH:21].[ClH:22].[N:23]1([CH2:30][CH2:31][N:32]2[CH2:33][CH2:34][CH:35]([NH2:38])[CH2:36][CH2:37]2)[CH2:24][CH2:25][CH2:26][CH2:27][CH2:28][CH2:29]1.[O:1]([c:2]1[cH:3][cH:4][cH:5][cH:6][cH:7]1)[c:8]1[c:9]2[cH:10][c:11]([C:17](=[O:18])[OH:19])[nH:12][c:13]2[cH:14][cH:15][cH:16]1>>[O:1]([c:2]1[cH:3][cH:4][cH:5][cH:6][cH:7]1)[c:8]1[c:9]2[cH:10][c:11]([C:17](=[O:19])[NH:38][CH:35]3[CH2:34][CH2:33][N:32]([CH2:31][CH2:30][N:23]4[CH2:24][CH2:25][CH2:26][CH2:27][CH2:28][CH2:29]4)[CH2:37][CH2:36]3)[nH:12][c:13]2[cH:14][cH:15][cH:16]1. Starting materials: CC=1C(=NOC1C1CCC2(OCCO2)CC1)C(=O)OCC (ethyl 4-methyl-5-(1,4-dioxaspiro[4.5]decan-8-yl)isoxazole-3-carboxylate), [OH-].[Na+] (NaOH), Cl (HCl), O (water). Solvent: C1CCOC1 (THF). Reaction conditions: time 15 minute. Yields the product CC=1C(=NOC1C1CCC2(OCCO2)CC1)C(=O)O (4-Methyl-5-(1,4-dioxaspiro[4.5]decan-8-yl)isoxazole-3-carboxylic acid). As a reaction SMILES: [CH3:1][C:2]1[C:3]([C:17]([O:19]CC)=[O:18])=[N:4][O:5][C:6]=1[CH:7]1[CH2:16][CH2:15][C:10]2([O:14][CH2:13][CH2:12][O:11]2)[CH2:9][CH2:8]1.[OH-].[Na+].O.Cl>C1COCC1>[CH3:1][C:2]1[C:3]([C:17]([OH:19])=[O:18])=[N:4][O:5][C:6]=1[CH:7]1[CH2:8][CH2:9][C:10]2([O:14][CH2:13][CH2:12][O:11]2)[CH2:15][CH2:16]1 |f:1.2|. Procedure details: To a stirred solution of ethyl 4-methyl-5-(1,4-dioxaspiro[4.5]decan-8-yl)isoxazole-3-carboxylate (558 mg, 1.889 mmol) in THF (5 mL), 2M NaOH (aq) (4.179 ml, 8.36 mmol) was added and the reaction mixture was stirred at room temperature for 15 minutes. The resulting mixture was poured into water (20 mL) and the pH adjusted to pH 5-6 by the addition of 1M HCl. The aqueous was extracted with EtOAc (30 mL) and the combined organic extracts were washed with brine (20 mL), dried over MgSO4 and filtered... Starting materials: Cl (HCl), COC=1C=CC=C2C(NC(=NC12)C1=CC=C(C=C1)OC)=O (8-Methoxy-2-(4'-methoxyphenyl)quinazolin-4-[3 H]-one), [OH-].[Na+] (NaOH), solution, B(Br)(Br)Br (BBr3), CO (methanol). Solvent: C(Cl)Cl (DCM). Yields the product OC=1C=CC=C2C(NC(=NC12)C1=CC=C(C=C1)O)=O (8-Hydroxy-2-(4'-hydroxyphenyl)quinazolin-4-[3 H]-one). RXN SMILES: C[O:2][C:3]1[CH:4]=[CH:5][CH:6]=[C:7]2[C:12]=1[N:11]=[C:10]([C:13]1[CH:18]=[CH:17][C:16]([O:19]C)=[CH:15][CH:14]=1)[NH:9][C:8]2=[O:21].B(Br)(Br)Br.[OH-].[Na+].Cl.CO>C(Cl)Cl>[OH:2][C:3]1[CH:4]=[CH:5][CH:6]=[C:7]2[C:12]=1[N:11]=[C:10]([C:13]1[CH:18]=[CH:17][C:16]([OH:19])=[CH:15][CH:14]=1)[NH:9][C:8]2=[O:21] |f:2.3|. Reported procedure: 8-Methoxy-2-(4'-methoxyphenyl)quinazolin-4-[3 H]-one (0.2 g, 0.71 mmol) was suspended in a 1.0 M solution of BBr3 in DCM (2.2 ml), to give a yellow suspension, which was gently refluxed for 48 hours. The solvent was directly distilled from the reaction vessel to leave a yellow/brown solid, which was hydrolysed with 10% aq. NaOH solution to give a bright yellow, clear solution. The solution was neutralised with 1.0 M aqueous HCl whereupon a cream precipitate formed, which was collected by filtrat...